This data is from the Open Reaction Database (ORD), a public repository of structured organic reaction records. The task is: describe an organic reaction: reactants, conditions, products, and yield Starting materials: O=C1N(C(C2=CC=CC=C12)=O)C[C@H]1N(CCC[C@H]1C)C(=O)OCC1=CC=CC=C1 ((2S,3R)-benzyl 2-((1,3-dioxoisoindolin-2-yl)methyl)-3-methylpiperidine-1-carboxylate), FC1(CC(N(CC1)[C@@H](C)C1=CC=CC=C1)CO)F ((4,4-difluoro-1-((S)-1-phenylethyl)piperidin-2-yl)methanol). Yields the product FC1(CC(N(CC1)[C@@H](C)C1=CC=CC=C1)CN1C(C2=CC=CC=C2C1=O)=O)F (2-((4,4-Difluoro-1-((S)-1-phenylethyl)piperidin-2-yl)methyl)isoindoline-1,3-dione). RXN SMILES: [O:1]=[C:2]1[C:10]2[C:5](=[CH:6][CH:7]=[CH:8][CH:9]=2)[C:4](=[O:11])[N:3]1C[C@@H]1[C@H](C)CCCN1C(OCC1C=CC=CC=1)=O.[F:30][C:31]1([F:47])[CH2:36][CH2:35][N:34]([C@H:37]([C:39]2[CH:44]=[CH:43][CH:42]=[CH:41][CH:40]=2)[CH3:38])[CH:33]([CH2:45]O)[CH2:32]1>>[F:30][C:31]1([F:47])[CH2:36][CH2:35][N:34]([C@H:37]([C:39]2[CH:44]=[CH:43][CH:42]=[CH:41][CH:40]=2)[CH3:38])[CH:33]([CH2:45][N:3]2[C:4](=[O:11])[C:5]3[C:10](=[CH:9][CH:8]=[CH:7][CH:6]=3)[C:2]2=[O:1])[CH2:32]1. Reported procedure: The title compound was prepared following the same general protocol as described for (2S,3R)-benzyl 2-((1,3-dioxoisoindolin-2-yl)methyl)-3-methylpiperidine-1-carboxylate in Example A1 using (4,4-difluoro-1-((S)-1-phenylethyl)piperidin-2-yl)methanol (1.1 g, 97%). MS (ESI) 285 (M+H).